From a dataset of the Open Reaction Database (ORD), a public repository of structured organic reaction records. describe an organic reaction: reactants, conditions, products, and yield The reactants are CC(C)(C)OC(=O)NC12CC3CC1CC(COCc1ccccc1)(C3)C2, CO. The product is CC(C)(C)OC(=O)NC12CC3CC1CC(CO)(C3)C2. Reaction SMILES: [CH2:1]([c:2]1[cH:3][cH:4][cH:5][cH:6][cH:7]1)[O:8][CH2:9][C:10]12[CH2:11][C:12]3([NH:19][C:20]([O:21][C:22]([CH3:23])([CH3:24])[CH3:25])=[O:26])[CH2:13][CH:14]([CH2:15][CH:16]3[CH2:17]1)[CH2:18]2.[CH3:27][OH:28]>>[OH:8][CH2:9][C:10]12[CH2:11][C:12]3([NH:19][C:20]([O:21][C:22]([CH3:23])([CH3:24])[CH3:25])=[O:26])[CH2:13][CH:14]([CH2:15][CH:16]3[CH2:17]1)[CH2:18]2. The reactants are [H-].[Al+3].[Li+].[H-].[H-].[H-] (lithium aluminum hydride), CCOCC (ether), OS(=O)(=O)O (H2SO4), CCOCC (ether), C(CCCCC)C(COCC(=O)O)CCCCCCCC (2-hexyldecyloxyacetic acid). Solvent: O (water). Product: C(CCCCC)C(COC(C)O)CCCCCCCC (2-hexyldecyloxyethanol). RXN SMILES: [H-].[Al+3].[Li+].[H-].[H-].[H-].CC[O:9]CC.[CH2:12]([CH:18]([CH2:25][CH2:26][CH2:27][CH2:28][CH2:29][CH2:30][CH2:31][CH3:32])[CH2:19][O:20][CH2:21][C:22](O)=O)[CH2:13][CH2:14][CH2:15][CH2:16][CH3:17].OS(O)(=O)=O>O>[CH2:12]([CH:18]([CH2:25][CH2:26][CH2:27][CH2:28][CH2:29][CH2:30][CH2:31][CH3:32])[CH2:19][O:20][CH:21]([OH:9])[CH3:22])[CH2:13][CH2:14][CH2:15][CH2:16][CH3:17] |f:0.1.2.3.4.5|. Procedure details: In a three-necked, one-liter, round-bottom flask (equipped with a reflux condenser, nitrogen inlet, dropping funnel, and magnetic stirring bar) 0.15 mole of lithium aluminum hydride was dispersed in 300 ml. of ether at room temperature and under a dry nitrogen atmosphere. The 2-hexyldecyloxyacetic acid from Part A was mixed with 200 ml. of ether and added dropwise with stirring. The resulting mixture was stirred overnight at room temperature. The flask containing the mixture was then cooled in i...